Dataset: the Open Reaction Database (ORD), a public repository of structured organic reaction records. Task: describe an organic reaction: reactants, conditions, products, and yield Starting materials: ClCC1CN(C(O1)=O)C1=CC=C(C=C1)Cl (5-(chloromethyl)-3-(4-chlorophenyl)-2-oxooxazolidine), OC1=CC=C(C(=O)OC)C=C1 (methyl 4-hydroxy-benzoate), [H-].[Na+] (sodium hydride). The solvent is CN(C=O)C (N,N-dimethylformamide), CN(C=O)C (N,N-dimethylformamide). Reaction conditions: temperature 40 celsius, time 48 hour. Product: ClC1=CC=C(C=C1)N1C(OC(C1)COC1=CC=C(C(=O)OC)C=C1)=O (methyl 4-[3-(4-chlorophenyl)-2-oxooxazolidin-5-yl]methoxybenzoate). Yield: 48.0%. As a reaction SMILES: [OH:1][C:2]1[CH:11]=[CH:10][C:5]([C:6]([O:8][CH3:9])=[O:7])=[CH:4][CH:3]=1.[H-].[Na+].Cl[CH2:15][CH:16]1[O:20][C:19](=[O:21])[N:18]([C:22]2[CH:27]=[CH:26][C:25]([Cl:28])=[CH:24][CH:23]=2)[CH2:17]1>CN(C)C=O>[Cl:28][C:25]1[CH:24]=[CH:23][C:22]([N:18]2[CH2:17][CH:16]([CH2:15][O:1][C:2]3[CH:3]=[CH:4][C:5]([C:6]([O:8][CH3:9])=[O:7])=[CH:10][CH:11]=3)[O:20][C:19]2=[O:21])=[CH:27][CH:26]=1 |f:1.2|. Reported procedure: A 1.52 g quantity of methyl 4-hydroxy-benzoate was added to a suspension of 0.42 g of 60% sodium hydride in anhydrous N,N-dimethylformamide (15 ml) with ice-cooling in a stream of nitrogen. To the mixture was added dropwise an anhydrous N,N-dimethylformamide (15 ml) solution of 2.46 g of 5-(chloromethyl)-3-(4-chlorophenyl)-2-oxooxazolidine obtained in Reference Example 7 at the same temperature, and the mixture was stirred at 40° C. for 48 hours. The reaction mixture was concentrated under reduc...